From a dataset of the Open Reaction Database (ORD), a public repository of structured organic reaction records. describe an organic reaction: reactants, conditions, products, and yield The reactants are FC1=C(C=CC=C1)NC(NC1=CC=C(C=C1)C1=CC=C2CN(C(C2=C1)=O)[C@H](C(=O)O)C(C)C)=S ((S)-2-(6-(4-(3-(2-Fluorophenyl)thioureido)phenyl)-1-oxoisoindolin-2-yl)-3-methylbutanoic acid), ClC1=CC=C(C=C1)NC(NC1=CC=C(C=C1)C1=CC=C2CN(C(C2=C1)=O)[C@H](C(=O)OC)C(C)C)=S ((S)-Methyl 2-(6-(4-(3-(4-chlorophenyl)thioureido)phenyl)-1-oxoisoindolin-2-yl)-3-methylbutanoate). The product is ClC1=CC=C(C=C1)NC(NC1=CC=C(C=C1)C1=CC=C2CN(C(C2=C1)=O)[C@H](C(=O)O)C(C)C)=S ((S)-2-(6-(4-(3-(4-Chlorophenyl)thioureido)phenyl)-1-oxoisoindolin-2-yl)-3-methyl butanoic acid). Isolated yield 84.0%. Reaction SMILES: FC1C=CC=CC=1NC(=S)NC1C=CC(C2C=C3C(CN([C@@H](C(C)C)C(O)=O)C3=O)=CC=2)=CC=1.[Cl:35][C:36]1[CH:41]=[CH:40][C:39]([NH:42][C:43](=[S:69])[NH:44][C:45]2[CH:50]=[CH:49][C:48]([C:51]3[CH:59]=[C:58]4[C:54]([CH2:55][N:56]([C@@H:61]([CH:66]([CH3:68])[CH3:67])[C:62]([O:64]C)=[O:63])[C:57]4=[O:60])=[CH:53][CH:52]=3)=[CH:47][CH:46]=2)=[CH:38][CH:37]=1>>[Cl:35][C:36]1[CH:37]=[CH:38][C:39]([NH:42][C:43](=[S:69])[NH:44][C:45]2[CH:50]=[CH:49][C:48]([C:51]3[CH:59]=[C:58]4[C:54]([CH2:55][N:56]([C@@H:61]([CH:66]([CH3:67])[CH3:68])[C:62]([OH:64])=[O:63])[C:57]4=[O:60])=[CH:53][CH:52]=3)=[CH:47][CH:46]=2)=[CH:40][CH:41]=1. Procedure: The compound of example 62 was prepared analogous to compound of example 52 by hydrolysis of compound of example 61. The product is Cl.CN(C[C@@H]([C@](CC)(O)C1=CC(=CC=C1)OC)C)C ((2S,3S)-1-dimethylamino-3-(3-methoxyphenyl)-2-methylpentan-3-ol hydrochloride). Starting materials: CN(C[C@@H]([C@@](CC)(O)C1=CC(=CC=C1)OC)C)C ((2S,3R)-1-dimethylamino-3-(3-methoxyphenyl)-2-methylpentan-3-ol), B([C@@H]1CCCN1C(=O)[C@H](C(C)C)N)(O)O.CS(=O)(=O)O (Pt100), Cl (hydrogen chloride), Cl (hydrogen chloride), mixture, CN(C[C@@H]([C@](CC)(O)C1=CC(=CC=C1)OC)C)C ((2S,3S)-1-dimethylamino-3-(3-methoxyphenyl)-2-methylpentan-3-ol), Cl (hydrogen chloride), Cl (hydrogen chloride). Run at temperature 5 celsius, time 20 minute. RXN SMILES: B(O)(O)[C@H]1N(C([C@@H](N)C(C)C)=O)CCC1.CS(O)(=O)=O.[CH3:21][N:22]([CH3:38])[CH2:23][C@H:24]([CH3:37])[C@@:25]([C:29]1[CH:34]=[CH:33][CH:32]=[C:31]([O:35][CH3:36])[CH:30]=1)([OH:28])[CH2:26][CH3:27].CN(C)C[C@H](C)[C@](C1C=CC=C(OC)C=1)(O)CC.[ClH:57]>CC(C)=O.O>[ClH:57].[CH3:38][N:22]([CH3:21])[CH2:23][C@H:24]([CH3:37])[C@@:25]([C:29]1[CH:34]=[CH:33][CH:32]=[C:31]([O:35][CH3:36])[CH:30]=1)([OH:28])[CH2:26][CH3:27] |f:0.1,7.8|. Procedure: A 100 l double wall jacketed reaction vessel with electric impeller stirrer, gas transfer line, Pt100 temperature sensor and oil-based cooling and heating system was charged with 15 kg (59.7 mol) of a mixture of the enantiomeric pair (2R,3R)/(2S,3S)-1-dimethylamino-3-(3-methoxyphenyl)-2-methylpentan-3-ol (70%) and the enantiomeric pair (2R,3S)/(2S,3R)-1-dimethylamino-3-(3-methoxyphenyl)-2-methylpentan-3-ol (30%) in 70 l of acetone at 20° C. and a stirrer speed of 100 rpm The solution was cooled ... The solvent is CC(=O)C (acetone), O (water).